Dataset: the Open Reaction Database (ORD), a public repository of structured organic reaction records. Task: describe an organic reaction: reactants, conditions, products, and yield Reported procedure: To a slurry of NaH (1.38 g, 60% in mineral oil, 34.41 mmol) in DMF (20 mL) at 0° C. was added a solution of 3-dimethylamino)-1-(4-methylphenyl)-2-phenylprop-2-en-1-one (2-2; 4.15 g, 15.64 mmol) and 2-cyanoacetamide (1.45 g, 17.2 mmol) in MeOH (1.5 mL) and DMF (40 mL) dropwise over 40 min. The resulting mixture was stirred at 90° C. for 4 h and cooled to rt. The mixture was poured into dilute HCl aqueous solution (240 mL, 0.25 M) and filtered, washed with water (40 mL) and dried in vacuo to affor... Reaction conditions: temperature 90 celsius, time 4 hour. As a reaction SMILES: [H-].[Na+].C(N(CC)[CH:6]=[C:7]([C:17]1[CH:22]=[CH:21][CH:20]=[CH:19][CH:18]=1)[C:8]([C:10]1[CH:15]=[CH:14][C:13]([CH3:16])=[CH:12][CH:11]=1)=O)C.[C:25]([CH2:27][C:28]([NH2:30])=[O:29])#[N:26].Cl>CN(C=O)C.CO>[CH3:16][C:13]1[CH:12]=[CH:11][C:10]([C:8]2[NH:30][C:28](=[O:29])[C:27]([C:25]#[N:26])=[CH:6][C:7]=2[C:17]2[CH:18]=[CH:19][CH:20]=[CH:21][CH:22]=2)=[CH:15][CH:14]=1 |f:0.1|. Run in CN(C)C=O (DMF), CO (MeOH), CN(C)C=O (DMF). The reactants are Cl (HCl), [H-].[Na+] (NaH), C(C)N(C=C(C(=O)C1=CC=C(C=C1)C)C1=CC=CC=C1)CC (3-(Diethylamino)-1-(4-methylphenyl)-2-phenylprop-2-en-1-one), C(#N)CC(=O)N (2-cyanoacetamide). Product: CC1=CC=C(C=C1)C1=C(C=C(C(N1)=O)C#N)C1=CC=CC=C1 (6-(4-methylphenyl)-2-oxo-5-phenyl-1,2-dihydropyridine-3-carbonitrile).